Dataset: the Open Reaction Database (ORD), a public repository of structured organic reaction records. Task: describe an organic reaction: reactants, conditions, products, and yield Starting materials: 2, C(C1=CC=CC=C1)(=O)OC(C1=CC=CC=C1)=O (benzoic anhydride). Run in ClCCl (dichioromethane), N1=CC=CC=C1 (pyridine), ClCCl (dichioromethane). Yields the product title compound, C(C1=CC=CC=C1)(=O)O (benzoic acid). As a reaction SMILES: [C:1]([O:9]C(=O)C1C=CC=CC=1)(=[O:8])[C:2]1[CH:7]=[CH:6][CH:5]=[CH:4][CH:3]=1>ClCCl.N1C=CC=CC=1>[C:1]([OH:9])(=[O:8])[C:2]1[CH:7]=[CH:6][CH:5]=[CH:4][CH:3]=1. Reported procedure: A solution of 2 (100 mg, 0.36 mmol) and benzoic anhydride (226 mg, 1 mmol) in dichioromethane (10 mL) and pyridine (2 mL) was stirred at rt overnight. The mixture was diluted with dichioromethane (50 mL) and washed with 2 N aq. HCl solution (15 mL, 2×), 10% aq. NaHCO3 solution (20 mL, 2×); dried (MgSO4), filtered and concentrated. The residue was chromatographed on a silica gel column and eluted with 30% Et()Ac in hexanes followed by 50%o EtOAc in hexanes to obtain the title compound contaminate... The reactants are O (water), C(Br)C1CO1 (epibromohydrin), C([O-])([O-])=O.[K+].[K+] (potassium carbonate), OC1=CC=C2C3=C(C(NC2=C1)=O)C1=C(O3)C=CC=C1 (3-hydroxy-5H-benzofuro[3,2-c]quinolin-6-one). The solvent is CN(C=O)C (N,N-dimethylformamide). Conditions: temperature 55 celsius, time 3 hour. Product: O1C(COC2=CC=C3C4=C(C(NC3=C2)=O)C2=C(O4)C=CC=C2)C1 (3-(2,3-epoxypropoxy)-5H-benzofuro[3,2-c]quinolin-6-one). The yield is 96.5%. RXN SMILES: [OH:1][C:2]1[CH:11]=[C:10]2[C:5]([C:6]3[O:15][C:14]4[CH:16]=[CH:17][CH:18]=[CH:19][C:13]=4[C:7]=3[C:8](=[O:12])[NH:9]2)=[CH:4][CH:3]=1.[CH2:20]([CH:22]1[O:24][CH2:23]1)Br.C(=O)([O-])[O-].[K+].[K+].O>CN(C)C=O>[O:24]1[CH2:23][CH:22]1[CH2:20][O:1][C:2]1[CH:11]=[C:10]2[C:5]([C:6]3[O:15][C:14]4[CH:16]=[CH:17][CH:18]=[CH:19][C:13]=4[C:7]=3[C:8](=[O:12])[NH:9]2)=[CH:4][CH:3]=1 |f:2.3.4|. Procedure details: In N,N-dimethylformamide was dissolved 10.0 g of 3-hydroxy-5H-benzofuro[3,2-c]quinolin-6-one, and to the solution were added 28.0 g of epibromohydrin and 5.5 g of potassium carbonate. The mixture was stirred at 55° C. for 3 hours. Into the reaction mixture was poured water, and precipitates were collected by filtration, washed with water, and dried to obtain 11.8 g of 3-(2,3-epoxypropoxy)-5H-benzofuro[3,2-c]quinolin-6-one.